From a dataset of the Open Reaction Database (ORD), a public repository of structured organic reaction records. describe an organic reaction: reactants, conditions, products, and yield Starting materials: C(C(=C)C)(=O)O (methacrylic acid), S(=O)(=O)([O-])OOS(=O)(=O)[O-].[NH4+].[NH4+] (ammonium peroxydisulfate), C(C=C)(=O)O.OCC(C)=O (hydroxyacetone acrylate), C(C(=C)C)(=O)OC (methyl methacrylate), CCCCC(CC)COC(=O)CC(C(=O)OCC(CC)CCCC)S(=O)(=O)[O-].[Na+] (dioctyl sodium sulfosuccinate). The solvent is O (water). Reaction conditions: temperature 80 celsius, time 5 minute. The product is C(C=C)(=O)O.OCC(C)=O.C(C(=C)C)(=O)OC.C(C(=C)C)(=O)O (hydroxyacetone acrylate methyl methacrylate methacrylic acid). As a reaction SMILES: CCCCC(C[O:9][C:10]([CH2:12][CH:13](S([O-])(=O)=O)C(OCC(CCCC)CC)=O)=[O:11])CC.[Na+].C(O)(=O)C=C.[OH:35][CH2:36][C:37](=[O:39])[CH3:38].[C:40]([O:45][CH3:46])(=[O:44])[C:41]([CH3:43])=[CH2:42].[C:47]([OH:52])(=[O:51])[C:48]([CH3:50])=[CH2:49].S(OOS([O-])(=O)=O)([O-])(=O)=O.[NH4+].[NH4+]>O>[C:10]([OH:11])(=[O:9])[CH:12]=[CH2:13].[OH:35][CH2:36][C:37](=[O:39])[CH3:38].[C:40]([O:45][CH3:46])(=[O:44])[C:41]([CH3:43])=[CH2:42].[C:47]([OH:52])(=[O:51])[C:48]([CH3:50])=[CH2:49] |f:0.1,2.3,6.7.8,10.11.12.13|. Procedure details: A mixture of 128 grams of deionized water and 0.20 gram of emulsifier (dioctyl sodium sulfosuccinate, available as Aerosol OT-75 from American Cyanamid Company) was heated to 80° C. under a nitrogen atmosphere. To this mixture was added a first portion (five parts by weight of the total) of a monomeric mixture consisting of 25 grams hydroxyacetone acrylate prepared as described in EXAMPLE 1, 36.2 grams methyl methacrylate, 1.25 grams methacrylic acid and 0.12 gram of Aerosol OT-100 emulsifier. A... RXN SMILES: [C:1]1([CH3:11])[CH:6]=[CH:5][C:4]([S:7]([O-:10])(=[O:9])=[O:8])=[CH:3][CH:2]=1.[Cl:12][C:13]1[C:29]([Cl:30])=[CH:28][C:16]2[N+:17]([CH2:26][CH3:27])=[C:18]([CH3:25])[N:19]([CH2:20][C:21]([F:24])([F:23])[F:22])[C:15]=2[CH:14]=1.CCO[CH:34]=[N:35][C:36]1[CH:41]=[CH:40][CH:39]=[CH:38][CH:37]=1.C1CCCCC1>CN(C)C(=O)C>[C:1]1([CH3:11])[CH:2]=[CH:3][C:4]([S:7]([O-:10])(=[O:8])=[O:9])=[CH:5][CH:6]=1.[NH:35]([CH:34]=[CH:25][C:18]1[N:19]([CH2:20][C:21]([F:23])([F:24])[F:22])[C:15]2[CH:14]=[C:13]([Cl:12])[C:29]([Cl:30])=[CH:28][C:16]=2[N+:17]=1[CH2:26][CH3:27])[C:36]1[CH:41]=[CH:40][CH:39]=[CH:38][CH:37]=1 |f:0.1,5.6|. Reactants: C1CCCCC1 (cyclohexane), CCOC=NC1=CC=CC=C1 (ethyl iso-formanilide), C(C)OC=NC1=CC=CC=C1 (N-(ethoxymethylene)aniline), C1(=CC=C(C=C1)S(=O)(=O)[O-])C.ClC1=CC2=C([N+](=C(N2CC(F)(F)F)C)CC)C=C1Cl (5,6-dichloro-1-ethyl-2-methyl-3-(2,2,2-trifluoroethyl)benzimidazolium p-toluenesulfonate). Yields the product C1(=CC=C(C=C1)S(=O)(=O)[O-])C.N(C1=CC=CC=C1)C=CC=1N(C2=C([N+]1CC)C=C(C(=C2)Cl)Cl)CC(F)(F)F (2-(2-Anilinovinyl)-5,6-dichloro-1-ethyl-3-(2,2,2-trifluoroethyl)benzimidazolium p-toluenesulfonate). Reaction conditions: temperature 150 celsius. Run in CN(C(C)=O)C (N,N-dimethylacetamide). Procedure details: A slurry of 30 g (0.062 mole) of the 5,6-dichloro-1-ethyl-2-methyl-3-(2,2,2-trifluoroethyl)benzimidazolium p-toluenesulfonate in 150 mL of N,N-dimethylacetamide was treated with 45 g (about 0.3 mole, a large excess) of ethyl iso-formanilide, i.e., N-(ethoxymethylene)aniline, the mixture stirred and heated to 150° C., allowed to cool to 120° C. where it was maintained for 5 minutes, and then allowed to cool slowly to 30° C. The solution was poured into 1.5 L of cyclohexane, stirred, allowed to se... The yield is 35.2%. As a reaction SMILES: [CH3:1][C:2]1[N:7]=[CH:6][C:5]([C:8]2[CH:13]=[CH:12][C:11]([C:14]([F:17])([F:16])[F:15])=[CH:10][CH:9]=2)=[CH:4][N:3]=1.[Br:18]N1C(=O)CCC1=O.N(C(C)(C)C#N)=NC(C)(C)C#N>C(Cl)(Cl)(Cl)Cl>[Br:18][CH2:1][C:2]1[N:3]=[CH:4][C:5]([C:8]2[CH:9]=[CH:10][C:11]([C:14]([F:17])([F:15])[F:16])=[CH:12][CH:13]=2)=[CH:6][N:7]=1. Reaction conditions: temperature 75 celsius, time 16 hour. Starting materials: CC1=NC=C(C=N1)C1=CC=C(C=C1)C(F)(F)F (2-methyl-5-(4-trifluoromethyl-phenyl)-pyrimidine), BrN1C(CCC1=O)=O (N-bromosuccinimide), N(=NC(C#N)(C)C)C(C#N)(C)C (2,2′-azobis-(2-methyl-propionitril)), BrN1C(CCC1=O)=O (N-bromosuccinimide), N(=NC(C#N)(C)C)C(C#N)(C)C (2,2′-azobis-(2-methyl-propionitril)). Procedure: 0.31 g (1.3 mmol) of 2-methyl-5-(4-trifluoromethyl-phenyl)-pyrimidine, 0.255 g (1.43 mmol) of N-bromosuccinimide and 0.15 g (0.91 mmol) of 2,2′-azobis-(2-methyl-propionitril) were dissolved in 5 ml of carbon tetrachloride and the mixture was stirred at 75° C. Two portions of 0.13 g (0.73 mmol) of N-bromosuccinimide and of 0.075 g (0.046 mmol) of 2,2′-azobis-(2-methyl-propionitril) were added to the reaction mixture, after 4 and 8 hours, respectively, and heating was continued for additional 16 h... Yields the product BrCC1=NC=C(C=N1)C1=CC=C(C=C1)C(F)(F)F (2-Bromomethyl-5-(4-trifluoromethyl-phenyl)-pyrimidine). The solvent is C(Cl)(Cl)(Cl)Cl (carbon tetrachloride). The reactants are C(C)C1=NC2=C(N1CC1=CC=C(C=C1)C1=C(C=CC=C1)C#N)C=C(C=C2)N(S(=O)(=O)C2=CC=CC=C2)C (4'-[[2-ethyl-6-(N-benzenesulphonyl-methylamino)-benzimidazol-1-yl]methyl]-2-cyano-biphenyl), [N-]=[N+]=[N-].[Na+] (sodium azide). Run in CN(C=O)C (dimethylformamide). Product: C(C)C1=NC2=C(N1CC1=CC=C(C=C1)C1=C(C=CC=C1)C1=NN=NN1)C=C(C=C2)N(S(=O)(=O)C2=CC=CC=C2)C (4'-[[2-Ethyl-6-(N-benzenesulphonyl-methylamino)-benzimidazol-1-yl]methyl]-2-(1H-tetrazol-5-yl)-biphenyl). RXN SMILES: [CH2:1]([C:3]1[N:7]([CH2:8][C:9]2[CH:14]=[CH:13][C:12]([C:15]3[CH:20]=[CH:19][CH:18]=[CH:17][C:16]=3[C:21]#[N:22])=[CH:11][CH:10]=2)[C:6]2[CH:23]=[C:24]([N:27]([CH3:37])[S:28]([C:31]3[CH:36]=[CH:35][CH:34]=[CH:33][CH:32]=3)(=[O:30])=[O:29])[CH:25]=[CH:26][C:5]=2[N:4]=1)[CH3:2].[N-:38]=[N+:39]=[N-:40].[Na+]>CN(C)C=O>[CH2:1]([C:3]1[N:7]([CH2:8][C:9]2[CH:10]=[CH:11][C:12]([C:15]3[CH:20]=[CH:19][CH:18]=[CH:17][C:16]=3[C:21]3[NH:40][N:39]=[N:38][N:22]=3)=[CH:13][CH:14]=2)[C:6]2[CH:23]=[C:24]([N:27]([CH3:37])[S:28]([C:31]3[CH:32]=[CH:33][CH:34]=[CH:35][CH:36]=3)(=[O:29])=[O:30])[CH:25]=[CH:26][C:5]=2[N:4]=1)[CH3:2] |f:1.2|. Procedure details: Prepared analogously to Example 41 from 4'-[[2-ethyl-6-(N-benzenesulphonyl-methylamino)-benzimidazol-1-yl]methyl]-2-cyano-biphenyl and sodium azide in dimethylformamide. Reactants: CC(=O)O, CCOCC, Cc1nn(-c2cc(Oc3ccc([N+](=O)[O-])cn3)c(Cl)cc2F)c(=O)n1C(F)F, [Fe], C1CCOC1, O. The product is Cc1nn(-c2cc(Oc3ccc(N)cn3)c(Cl)cc2F)c(=O)n1C(F)F. RXN SMILES: [CH3:29][C:30](=[O:31])[OH:32].[CH3:39][CH2:40][O:41][CH2:42][CH3:43].[Cl:1][c:2]1[cH:3][c:4]([F:28])[c:5](-[n:18]2[n:19][c:20]([CH3:27])[n:21]([CH:24]([F:25])[F:26])[c:22]2=[O:23])[cH:6][c:7]1[O:8][c:9]1[n:10][cH:11][c:12]([N+:15]([O-:16])=[O:17])[cH:13][cH:14]1.[Fe:44].[O:33]1[CH2:34][CH2:35][CH2:36][CH2:37]1.[OH2:38]>>[Cl:1][c:2]1[cH:3][c:4]([F:28])[c:5](-[n:18]2[n:19][c:20]([CH3:27])[n:21]([CH:24]([F:25])[F:26])[c:22]2=[O:23])[cH:6][c:7]1[O:8][c:9]1[n:10][cH:11][c:12]([NH2:15])[cH:13][cH:14]1. The reactants are N1CCOCC1 (morpholine), C(C)N1C(N(C=2N=C(NC2C1=O)C1=CC=C(C=C1)S(=O)(=O)O)CC)=O (4-(1,3-diethyl-2,3,6,7-tetrahydro-2,6-dioxo-1H-purin-8-yl)benzenesulfonic acid), CN(C=O)C (N,N-dimethylformamide), S(=O)(Cl)Cl (thionyl chloride). Run in O (water). Product: C(C)N1C(N(C=2N=C(NC2C1=O)C1=CC=C(C=C1)S(=O)(=O)N1CCOCC1)CC)=O (4-[[4-(1,3-diethyl-2,3,6,7-tetrahydro-2,6-dioxo-1H-purin-8-yl)phenyl]sulfonyl]morpholine). Yield: 54.2%. RXN SMILES: [CH2:1]([N:3]1[C:11](=[O:12])[C:10]2[NH:9][C:8]([C:13]3[CH:18]=[CH:17][C:16]([S:19](O)(=[O:21])=[O:20])=[CH:15][CH:14]=3)=[N:7][C:6]=2[N:5]([CH2:23][CH3:24])[C:4]1=[O:25])[CH3:2].CN(C)C=O.S(Cl)(Cl)=O.[NH:35]1[CH2:40][CH2:39][O:38][CH2:37][CH2:36]1>O>[CH2:1]([N:3]1[C:11](=[O:12])[C:10]2[NH:9][C:8]([C:13]3[CH:14]=[CH:15][C:16]([S:19]([N:35]4[CH2:40][CH2:39][O:38][CH2:37][CH2:36]4)(=[O:20])=[O:21])=[CH:17][CH:18]=3)=[N:7][C:6]=2[N:5]([CH2:23][CH3:24])[C:4]1=[O:25])[CH3:2]. Procedure details: A mixture of 4-(1,3-diethyl-2,3,6,7-tetrahydro-2,6-dioxo-1H-purin-8-yl)benzenesulfonic acid (5.0 g, 0.014 moles) and N,N-dimethylformamide (150 ml) is cooled to 0° and treated with thionyl chloride (3.3 g, 0.027 moles). When the addition is complete, the reaction mixture is permitted to warm to ambient temperature and stirred vigorously until a thick slurry results. To this slurry is added morpholine (20 g, 0.23 moles) in one portion. The resulting slurry is stirred one hour and poured into two ... The reactants are C(O)([O-])=O.[Na+] (sodium hydrogen carbonate), FC(CNC1=CC=CC=C1)(F)F (N-(2,2,2-trifluoroethyl)aniline), [OH-].[Na+] (sodium hydroxide), ClC1=CC(=NC=N1)C(=O)Cl (6-chloropyrimidine-4-carboxylic acid chloride). Run in ClCCl (dichloromethane), C(C)O (ethanol). Run at time 2 hour. The product is ClC1=CC(=NC=N1)C(=O)N(CC(F)(F)F)C1=CC=CC=C1 (6-Chloro-N-phenyl-N-(2,2,2-trifluoroethyl)pyrimidine-4-carboxamide). RXN SMILES: [F:1][C:2]([F:12])([F:11])[CH2:3][NH:4][C:5]1[CH:10]=[CH:9][CH:8]=[CH:7][CH:6]=1.[OH-].[Na+].[Cl:15][C:16]1[N:21]=[CH:20][N:19]=[C:18]([C:22](Cl)=[O:23])[CH:17]=1.C(=O)([O-])O.[Na+]>ClCCl.C(O)C>[Cl:15][C:16]1[N:21]=[CH:20][N:19]=[C:18]([C:22]([N:4]([C:5]2[CH:10]=[CH:9][CH:8]=[CH:7][CH:6]=2)[CH2:3][C:2]([F:11])([F:12])[F:1])=[O:23])[CH:17]=1 |f:1.2,4.5|. Procedure: 200 mg (1.14 mmol) N-(2,2,2-trifluoroethyl)aniline and 1.14 mL (1.14 mmol) of a 1M sodium hydroxide solution were added dropwise to 212 mg (1.2 mmol) 6-chloropyrimidine-4-carboxylic acid chloride in 20 mL dichloromethane while cooling with a bath of ice and ethanol. The mixture was first stirred for 2 h with cooling and then stirred for 1 h at RT. 50 mL of a saturated sodium hydrogen carbonate solution were added and the mixture was stirred for 10 min. The organic phase was separated off, washed... Starting materials: FC=1C=C(C[C@@H]2N(CC[C@@H](C2)C2=CC(NO2)=O)C(=O)OC)C=C(C1)C(F)(F)F ((2R,4S)-Methyl 2-(3-fluoro-5-(trifluoromethyl)benzyl)-4-(3-oxo-2,3-dihydroisoxazol-5-yl)piperidine-1-carboxylate), Br (hydrogen bromide). Reaction conditions: time 8 hour. Yields the product FC=1C=C(C[C@@H]2NCC[C@@H](C2)C2=CC(NO2)=O)C=C(C1)C(F)(F)F (5-((2R,4S)-2-(3-fluoro-5-(trifluoromethyl)benzyl)piperidin-4-yl)isoxazol-3(2H)-one). Isolated yield 62.2%. Reaction SMILES: [F:1][C:2]1[CH:3]=[C:4]([CH:22]=[C:23]([C:25]([F:28])([F:27])[F:26])[CH:24]=1)[CH2:5][C@H:6]1[CH2:11][C@@H:10]([C:12]2[O:16][NH:15][C:14](=[O:17])[CH:13]=2)[CH2:9][CH2:8][N:7]1C(OC)=O.Br>>[F:1][C:2]1[CH:3]=[C:4]([CH:22]=[C:23]([C:25]([F:27])([F:26])[F:28])[CH:24]=1)[CH2:5][C@H:6]1[CH2:11][C@@H:10]([C:12]2[O:16][NH:15][C:14](=[O:17])[CH:13]=2)[CH2:9][CH2:8][NH:7]1. Reported procedure: (2R,4S)-Methyl 2-(3-fluoro-5-(trifluoromethyl)benzyl)-4-(3-oxo-2,3-dihydroisoxazol-5-yl)piperidine-1-carboxylate (0.703 g, 1.75 mmol) was dissolved in hydrogen bromide (33% in AcOH, 5 mL, 71.37 mmol) and stirred at room temperature overnight. The solvents were evaporated and the residue purified by preparative HPLC (Instrument: FractionLynx II, Mobilphase: gradient 5-95% MeCN, pH 10, Column: Xbridge Prep C18 5 μm OBD 19*150 mm) to yield 5-((2R,4S)-2-(3-fluoro-5-(trifluoromethyl)benzyl)piperidin-... Reactants: diastereomer mixture, C(CCCCC)[C@@H](C(=O)O)C(CC(CCCCCCCCCCC)OC1OCCCC1)O (2-hexyl-3-hydroxy-(R)-5-[(tetrahydro-2H-pyran-2-yl)oxy]hexadecanoic acid), O.C1(=CC=C(C=C1)S(=O)(=O)O)C (toluene-4-sulfonic acid monohydrate). The solvent is C(C)O (ethanol). Conditions: time 1 hour. The product is O[C@H]1C(OC(CC1)CCCCCCCCCCC)=O (tetrahydro-3-hydroxy-(R)-6-undecyl-2H-pyran-2-one). As a reaction SMILES: C([C@H](C(O)CC([O:25][CH:26]1[CH2:31][CH2:30][CH2:29][CH2:28][O:27]1)CCCCCCCCCCC)C(O)=O)CCCCC.[OH2:33].[C:34]1([CH3:44])[CH:39]=[CH:38][C:37](S(O)(=O)=O)=[CH:36][CH:35]=1>C(O)C>[OH:33][C@@H:31]1[CH2:30][CH2:29][CH:28]([CH2:28][CH2:29][CH2:30][CH2:31][CH2:35][CH2:36][CH2:37][CH2:38][CH2:39][CH2:34][CH3:44])[O:27][C:26]1=[O:25] |f:1.2|. Procedure details: M)a) 15.4 g of a diastereomer mixture of 2-hexyl-3-hydroxy-(R)-5-[(tetrahydro-2H-pyran-2-yl)oxy]hexadecanoic acid were dissolved in 160 ml of ethanol and 800 mg of toluene-4-sulfonic acid monohydrate were added. The reaction mixture was heated to 55°-60° C. until the reaction was finished. The solvent was removed in vacuo and the residue was dissolved in 160 ml of dichloromethane. The solution was stirred at room temperature for 1 hour. The reaction mixture was evaporated. The material obtained ... Conditions: temperature 0 celsius. The solvent is CCOCC (ether), hexanes. The product is BrC1=C2C=C(C(C2=CC=C1)[Si](C)(C)C1C=CC=C1)C ((4-Bromo-2-methyl-1H-inden-1-yl) (cyclopentadienyl)dimethylsilane). Reaction SMILES: [CH:1]1[CH2:5][CH:4]=[CH:3][CH:2]=1.[Li]CCCC.[Br:11][C:12]1[CH:20]=[CH:19][CH:18]=[C:17]2[C:13]=1[CH:14]=[C:15]([CH3:25])[CH:16]2[Si:21](Cl)([CH3:23])[CH3:22].O>CCOCC>[Br:11][C:12]1[CH:20]=[CH:19][CH:18]=[C:17]2[C:13]=1[CH:14]=[C:15]([CH3:25])[CH:16]2[Si:21]([CH:4]1[CH:3]=[CH:2][CH:1]=[CH:5]1)([CH3:23])[CH3:22]. Reported procedure: To a solution of 1.32 g (20.0 mmol) of freshly distilled cyclopentadiene in 120 ml of ether, 8.00 ml of 2.5 M (20.0 mmol) nBuLi in hexanes was added dropwise, while vigorously stirring, at 0° C. This mixture was stirred for 2 h at room temperature, and then 6.03 g (20.0 mmol) of (4-bromo-2-methyl-1H-inden-1-yl)(chloro)dimethylsilane was added dropwise over 30 min at −80° C. The resulting mixture was stirred for 1 h at this temperature, for 12 h at room temperature, and then 100 ml of water was a... The reactants are C1=CC=CC1 (cyclopentadiene), [Li]CCCC (nBuLi), O (water), colorless oil, II, III, BrC1=C2C=C(C(C2=CC=C1)[Si](C)(C)Cl)C ((4-bromo-2-methyl-1H-inden-1-yl)(chloro)dimethylsilane).